From a dataset of the Open Reaction Database (ORD), a public repository of structured organic reaction records. describe an organic reaction: reactants, conditions, products, and yield Reactants: COC(=O)C=1N=CN(C1C=1C=NC=CC1)CC1=CC(=CC(=C1)C(F)(F)F)C(F)(F)F (1-(3,5-Bis-trifluoromethyl-benzyl)-5-pyridin-3-yl-1H-imidazole-4-carboxylic acid methyl ester), [NH4+].[Cl-] (NH4Cl), Cl.CNOC (N,O-dimethyl-hydroxylamine-HCl), C(C)(C)[Mg]Cl (isopropyl magnesium chloride). The solvent is C1CCOC1 (THF). Reaction conditions: temperature 0 celsius, time 45 minute. Product: CON(C(=O)C=1N=CN(C1C=1C=NC=CC1)CC1=CC(=CC(=C1)C(F)(F)F)C(F)(F)F)C (1-(3,5-Bis-trifluoromethyl-benzyl)-5-pyridin-3-yl-1H-imidazole-4-carboxylic acid methoxy-N-methyl-amide). Reaction SMILES: CO[C:3]([C:5]1[N:6]=[CH:7][N:8]([CH2:16][C:17]2[CH:22]=[C:21]([C:23]([F:26])([F:25])[F:24])[CH:20]=[C:19]([C:27]([F:30])([F:29])[F:28])[CH:18]=2)[C:9]=1[C:10]1[CH:11]=[N:12][CH:13]=[CH:14][CH:15]=1)=[O:4].Cl.[CH3:32][NH:33][O:34][CH3:35].C([Mg]Cl)(C)C.[NH4+].[Cl-]>C1COCC1>[CH3:35][O:34][N:33]([CH3:32])[C:3]([C:5]1[N:6]=[CH:7][N:8]([CH2:16][C:17]2[CH:18]=[C:19]([C:27]([F:28])([F:30])[F:29])[CH:20]=[C:21]([C:23]([F:25])([F:24])[F:26])[CH:22]=2)[C:9]=1[C:10]1[CH:11]=[N:12][CH:13]=[CH:14][CH:15]=1)=[O:4] |f:1.2,4.5|. Procedure: Combine 1-(3,5-Bis-trifluoromethyl-benzyl)-5-pyridin-3-yl-1H-imidazole-4-carboxylic acid methyl ester (0.46 g, 1.1 mmol) and N,O-dimethyl-hydroxylamine-HCl (0.16 g, 1.6 mmol) in THF (5.5 mL). Chill to 0° C., then slowly add isopropyl magnesium chloride (2M/THF, 1.6 mL, 3.2 mmol). After 45 min., warm to RT. Add 70% sat. aq. NH4Cl, and extract with EtOAc. Dry over MgSO4, filter, and concentrate. Purify by flash chromatography on silica gel to give the title compound: MS (ES) 459.2 (M+1); 1H NMR (3...